Dataset: the Open Reaction Database (ORD), a public repository of structured organic reaction records. Task: describe an organic reaction: reactants, conditions, products, and yield Reactants: C(CCCC#C)(=O)O (Hex-5-ynoic acid), CC(C)(C)O (2-methylpropan-2-ol), C1(CCCCC1)N=C=NC1CCCCC1 (dicyclohexylcarbodiimide). The reagents and catalysts are CN(C1=CC=NC=C1)C (4-(dimethylamino)pyridine). The solvent is C(Cl)Cl (DCM), C(Cl)Cl (DCM). Reaction conditions: time 8 hour. Product: C(CCCC#C)(=O)OC(C)(C)C (tert-butyl hex-5-ynoate). Reaction SMILES: [C:1]([OH:8])(=[O:7])[CH2:2][CH2:3][CH2:4][C:5]#[CH:6].[CH3:9][C:10](O)([CH3:12])[CH3:11].C1(N=C=NC2CCCCC2)CCCCC1>CN(C)C1C=CN=CC=1.C(Cl)Cl>[C:1]([O:8][C:10]([CH3:12])([CH3:11])[CH3:9])(=[O:7])[CH2:2][CH2:3][CH2:4][C:5]#[CH:6]. Procedure: Hex-5-ynoic acid (Compound SP424) (8.0 g, 71.3 mmol), 2-methylpropan-2-ol (10.6 g, 143.0 mmol) and 4-(dimethylamino)pyridine (0.44 g, 3.60 mmol) were dissolved in DCM (17.5 ml), a solution of dicyclohexylcarbodiimide (16.2 g, 78.5 mmol) in DCM (17.5 ml) was added, and the mixture was stirred at room temperature overnight. The white solid in the reaction solution was removed by filtration, after which the filtrate was washed with a 0.5 M aqueous hydrochloric acid solution and a saturated aqueous ... Starting materials: CCOC(=O)Cc1cc(C)nn1C, CCO, NN, O. Product: Cc1cc(CC(=O)NN)n(C)n1. RXN SMILES: [CH2:1]([O:3][C:4](=[O:2])[CH2:5][c:6]1[n:7]([CH3:12])[n:8][c:9]([CH3:11])[cH:10]1)[CH3:13].[CH3:17][CH2:18][OH:19].[NH2:15][NH2:16].[OH2:14]>>[O:3]=[C:4]([CH2:5][c:6]1[n:7]([CH3:12])[n:8][c:9]([CH3:11])[cH:10]1)[NH:15][NH2:16].